From a dataset of the Open Reaction Database (ORD), a public repository of structured organic reaction records. describe an organic reaction: reactants, conditions, products, and yield The reactants are ice, C(C=C)(=O)OCCCSC (3-methylthio-1-propyl acrylate), ClC=1C=C(C(=O)OO)C=CC1 (m-chloroperoxybenzoic acid). The solvent is C(Cl)Cl (CH2Cl2). The product is compound 23, C(C=C)(=O)OCCCS(=O)C (methyl 3-(acryloyloxy)propyl sulfoxide). The yield is 65.8%. Reaction SMILES: [C:1]([O:5][CH2:6][CH2:7][CH2:8][S:9][CH3:10])(=[O:4])[CH:2]=[CH2:3].ClC1C=C(C=CC=1)C(OO)=[O:16]>C(Cl)Cl>[C:1]([O:5][CH2:6][CH2:7][CH2:8][S:9]([CH3:10])=[O:16])(=[O:4])[CH:2]=[CH2:3]. Procedure: To an ice-cold solution of 3-methylthio-1-propyl acrylate (18) (5.95 g, 37.1 mmol) in CH2Cl2 (80 mL), m-chloroperoxybenzoic acid (76.5 wt % 8.37 g, 37.1 mmol) was added in portions over a period of 1.5 hours. The progress of the reaction was monitored by TLC. Upon completion of the reaction, the solvent was evaporated under reduced pressure. The resulting sticky white solid was washed with water (2×100 mL) and filtered. The water washings were evaporated under reduced pressure to yield the crude... Starting materials: CN(C(=O)C(F)Br)c1ccc(Cl)cc1C(=O)c1ccccc1, ClCCl, N. The product is CN1C(=O)C(F)N=C(c2ccccc2)c2cc(Cl)ccc21. Reaction SMILES: [Br:2][CH:3]([C:4](=[O:5])[N:6]([CH3:7])[c:8]1[c:9]([C:10](=[O:11])[c:12]2[cH:13][cH:14][cH:15][cH:16][cH:17]2)[cH:18][c:19]([Cl:22])[cH:20][cH:21]1)[F:23].[CH2:24]([Cl:25])[Cl:26].[NH3:1]>>[N:1]1=[C:10]([c:12]2[cH:13][cH:14][cH:15][cH:16][cH:17]2)[c:9]2[c:8]([cH:21][cH:20][c:19]([Cl:22])[cH:18]2)[N:6]([CH3:7])[C:4](=[O:5])[CH:3]1[F:23]. As a reaction SMILES: [Br:37][CH2:38][CH2:39][CH2:40][C:41](=[O:42])[O:43][CH2:44][CH3:45].[C:29](=[O:30])([O-:31])[O-:32].[CH3:46][N:47]([CH3:48])[CH:49]=[O:50].[Cl:2][c:3]1[cH:4][c:5](-[c:13]2[n:14][c:15](-[c:18]3[cH:19][cH:20][cH:21][c:22]4[c:28]3[O:27][CH2:26][CH2:25][NH:24][CH2:23]4)[n:16][o:17]2)[cH:6][cH:7][c:8]1[O:9][CH:10]([CH3:11])[CH3:12].[ClH:1].[I-:36].[K+:33].[K+:34].[K+:35].[OH2:51]>>[Cl:2][c:3]1[cH:4][c:5](-[c:13]2[n:14][c:15](-[c:18]3[cH:19][cH:20][cH:21][c:22]4[c:28]3[O:27][CH2:26][CH2:25][N:24]([CH2:38][CH2:39][CH2:40][C:41](=[O:42])[O:43][CH2:44][CH3:45])[CH2:23]4)[n:16][o:17]2)[cH:6][cH:7][c:8]1[O:9][CH:10]([CH3:11])[CH3:12]. Product: CCOC(=O)CCCN1CCOc2c(cccc2-c2noc(-c3ccc(OC(C)C)c(Cl)c3)n2)C1. Starting materials: CCOC(=O)CCCBr, O=C([O-])[O-], CN(C)C=O, CC(C)Oc1ccc(-c2nc(-c3cccc4c3OCCNC4)no2)cc1Cl, Cl, [I-], [K+], [K+], [K+], O. The reactants are CCN1c2ccccc2NC(=O)c2cscc21, CN(C)C=O, CN(C)CCCl, Cl. Product: CCN1c2cscc2C(=O)N(CCN(C)C)c2ccccc21. As a reaction SMILES: [CH2:8]([CH3:9])[N:10]1[c:11]2[c:12]([cH:22][s:23][cH:24]2)[C:13](=[O:21])[NH:14][c:15]2[c:16]1[cH:17][cH:18][cH:19][cH:20]2.[CH3:25][N:26]([CH3:27])[CH:28]=[O:29].[CH3:2][N:3]([CH3:4])[CH2:5][CH2:6][Cl:7].[ClH:1]>>[CH3:2][N:3]([CH3:4])[CH2:5][CH2:6][N:14]1[C:13](=[O:21])[c:12]2[c:11]([cH:24][s:23][cH:22]2)[N:10]([CH2:8][CH3:9])[c:16]2[c:15]1[cH:20][cH:19][cH:18][cH:17]2.